From a dataset of the Open Reaction Database (ORD), a public repository of structured organic reaction records. describe an organic reaction: reactants, conditions, products, and yield The reactants are OC1=CC=C(C=C1)C(COCC1=CC(=CC=C1)OC1=CC=CC=C1)(C)C (3-phenoxybenzyl 2-(4-hydroxyphenyl)-2-methylpropyl ether), O (water), [H-].[Na+] (sodium hydride), ClCOCC (ethyl chloromethyl ether). The solvent is O1CCCC1 (tetrahydrofuran), O1CCCC1 (tetrahydrofuran). Yields the product C(C)OCOC1=CC=C(C=C1)C(COCC1=CC(=CC=C1)OC1=CC=CC=C1)(C)C (3-phenoxybenzyl 2-(4-ethoxymethoxyphenyl)-2-methylpropyl ether). RXN SMILES: [H-].[Na+].[OH:3][C:4]1[CH:9]=[CH:8][C:7]([C:10]([CH3:28])([CH3:27])[CH2:11][O:12][CH2:13][C:14]2[CH:19]=[CH:18][CH:17]=[C:16]([O:20][C:21]3[CH:26]=[CH:25][CH:24]=[CH:23][CH:22]=3)[CH:15]=2)=[CH:6][CH:5]=1.Cl[CH2:30][O:31][CH2:32][CH3:33].O>O1CCCC1>[CH2:32]([O:31][CH2:30][O:3][C:4]1[CH:5]=[CH:6][C:7]([C:10]([CH3:28])([CH3:27])[CH2:11][O:12][CH2:13][C:14]2[CH:19]=[CH:18][CH:17]=[C:16]([O:20][C:21]3[CH:22]=[CH:23][CH:24]=[CH:25][CH:26]=3)[CH:15]=2)=[CH:8][CH:9]=1)[CH3:33] |f:0.1|. Procedure details: To 50 ml dry tetrahydrofuran was added 1.0 g of sodium hydride (60% in oil) and then 5.0 g of 3-phenoxybenzyl 2-(4-hydroxyphenyl)-2-methylpropyl ether in 15 ml of dry tetrahydrofuran was added dropwise to the mixture under reflux over a period of 30 minutes. The mixture was further refluxed for 10 minutes and 5.0 ml of ethyl chloromethyl ether was added dropwise to the mixture for 30 minutes. And the resulting mixture was further refluxed for 10 minutes, cooled to room temperature, poured into w... The reactants are BrCc1ccccc1, [H-], [Na+], CN(C)C=O, CS(=O)(=O)N1CC(CO)C(CO)C1. Yields the product CS(=O)(=O)N1CC(CO)C(COCc2ccccc2)C1. Reaction SMILES: [CH2:16]([c:17]1[cH:18][cH:19][cH:20][cH:21][cH:22]1)[Br:23].[H-:2].[Na+:1].[O:24]=[CH:25][N:26]([CH3:27])[CH3:28].[OH:3][CH2:4][CH:5]1[CH:6]([CH2:14][OH:15])[CH2:7][N:8]([S:10](=[O:11])(=[O:12])[CH3:13])[CH2:9]1>>[OH:3][CH2:4][CH:5]1[CH:6]([CH2:14][O:15][CH2:16][c:17]2[cH:18][cH:19][cH:20][cH:21][cH:22]2)[CH2:7][N:8]([S:10](=[O:11])(=[O:12])[CH3:13])[CH2:9]1.